Dataset: the Open Reaction Database (ORD), a public repository of structured organic reaction records. Task: describe an organic reaction: reactants, conditions, products, and yield Reactants: CC1(OC(CC1=O)(CC)COCC1=CC=CC=C1)C (2,2-Dimethyl-5-benzyloxymethyl-5-ethyloxolane-3-one), C(CO)O (ethylene glycol), C1(=CC=C(C=C1)S(=O)(=O)O)C (para-toluenesulphonic acid). The solvent is C1=CC=CC=C1 (benzene). The product is CC1(OC(CC1C1OCCOC1)(CC)COCC1=CC=CC=C1)C (2,2-Dimethyl-3-(2-dioxanyl)-5-benzyloxymethyl-5-ethyloxolane). Yield: 86.0%. As a reaction SMILES: [CH3:1][C:2]1([CH3:19])[C:6](=O)[CH2:5][C:4]([CH2:10][O:11][CH2:12][C:13]2[CH:18]=[CH:17][CH:16]=[CH:15][CH:14]=2)([CH2:8][CH3:9])[O:3]1.[CH2:20]([OH:23])[CH2:21][OH:22].[C:24]1(C)C=CC(S(O)(=O)=O)=C[CH:25]=1>C1C=CC=CC=1>[CH3:1][C:2]1([CH3:19])[CH:6]([CH:21]2[CH2:20][O:23][CH2:25][CH2:24][O:22]2)[CH2:5][C:4]([CH2:10][O:11][CH2:12][C:13]2[CH:18]=[CH:17][CH:16]=[CH:15][CH:14]=2)([CH2:8][CH3:9])[O:3]1. Procedure details: 1 g of the ketone of Example 6, 250 mg of ethylene glycol and a few milligrams of para-toluenesulphonic acid in 20 ml benzene were heated at reflux temperature in a Dean/Stark apparatus for 16 hours. The resulting mixture was washed with aqueous sodium bicarbonate solution, dried over magnesium sulphate and evaporated to give 1.16 g crude material which was purified on a silica gel column using 3% acetone in petrol as eluant to give 1.0 g (86%) of the desired product. The reactants are C([O-])([O-])=O.[Cs+].[Cs+] (cesium carbonate), CC1(OB(OC1(C)C)C=1C=C2CNC(C2=CC1)=O)C (5-(4,4,5,5-tetramethyl-1,3,2-dioxaborolan-2-yl)isoindolin-1-one), BrC1=CC=C(C(=C1OCC(CO)(C)C)OC)OC(F)F (3-(6-bromo-3-(difluoromethoxy)-2-methoxyphenoxy)-2,2-dimethylpropan-1-ol). The reagents and catalysts are [Pd].C1(=CC=CC=C1)P(C1=CC=CC=C1)C1=CC=CC=C1.C1(=CC=CC=C1)P(C1=CC=CC=C1)C1=CC=CC=C1.C1(=CC=CC=C1)P(C1=CC=CC=C1)C1=CC=CC=C1.C1(=CC=CC=C1)P(C1=CC=CC=C1)C1=CC=CC=C1 (tetrakis(triphenylphosphine) palladium(0)). Solvent: CN(C=O)C (dimethylformamide). Conditions: temperature 85 celsius. The product is FC(OC1=C(C(=C(C=C1)C=1C=C2CNC(C2=CC1)=O)OCC(CO)(C)C)OC)F (5-[4-Difluoromethoxy-3-methoxy-2-(3-hydroxy-2,2-dimethyl-propoxy)-phenyl]-2,3-dihydro-isoindol-1-one). As a reaction SMILES: Br[C:2]1[C:7]([O:8][CH2:9][C:10]([CH3:14])([CH3:13])[CH2:11][OH:12])=[C:6]([O:15][CH3:16])[C:5]([O:17][CH:18]([F:20])[F:19])=[CH:4][CH:3]=1.C(=O)([O-])[O-].[Cs+].[Cs+].CC1(C)C(C)(C)OB([C:35]2[CH:36]=[C:37]3[C:41](=[CH:42][CH:43]=2)[C:40](=[O:44])[NH:39][CH2:38]3)O1>CN(C)C=O.[Pd].C1(P(C2C=CC=CC=2)C2C=CC=CC=2)C=CC=CC=1.C1(P(C2C=CC=CC=2)C2C=CC=CC=2)C=CC=CC=1.C1(P(C2C=CC=CC=2)C2C=CC=CC=2)C=CC=CC=1.C1(P(C2C=CC=CC=2)C2C=CC=CC=2)C=CC=CC=1>[F:19][CH:18]([F:20])[O:17][C:5]1[CH:4]=[CH:3][C:2]([C:35]2[CH:36]=[C:37]3[C:41](=[CH:42][CH:43]=2)[C:40](=[O:44])[NH:39][CH2:38]3)=[C:7]([O:8][CH2:9][C:10]([CH3:14])([CH3:13])[CH2:11][OH:12])[C:6]=1[O:15][CH3:16] |f:1.2.3,6.7.8.9.10|. Procedure details: To a stirring solution of 3-(6-bromo-3-(difluoromethoxy)-2-methoxyphenoxy)-2,2-dimethylpropan-1-ol (200 mg, 0.563 mmol) in dimethylformamide (10 mL) was purged with argon for 1 h. To this cesium carbonate (548 mg, 1.689 mmol), tetrakis(triphenylphosphine) palladium(0) (32 mg, 0.028 mmol) and 5-(4,4,5,5-tetramethyl-1,3,2-dioxaborolan-2-yl)isoindolin-1-one (175 mg, 0.675 mmol) were added and the resultant reaction mixture was heated to 80-90° C. for 3 h. The reaction mixture was cooled to RT, filt... Starting materials: COc1ccc(N2CC(C)NC(C)C2)cc1NS(=O)(=O)c1ccc(Br)s1, CC(C)(C)[O-], COCCOC, OB(O)c1ccccc1F, [K+], O, c1ccc(P(c2ccccc2)(c2ccccc2)[Pd](P(c2ccccc2)(c2ccccc2)c2ccccc2)(P(c2ccccc2)(c2ccccc2)c2ccccc2)P(c2ccccc2)(c2ccccc2)c2ccccc2)cc1. Product: COc1ccc(N2CC(C)NC(C)C2)cc1NS(=O)(=O)c1ccc(-c2ccccc2F)s1. RXN SMILES: [Br:1][c:2]1[cH:3][cH:4][c:5]([S:7](=[O:8])(=[O:9])[NH:10][c:11]2[c:12]([O:25][CH3:26])[cH:13][cH:14][c:15]([N:17]3[CH2:18][CH:19]([CH3:24])[NH:20][CH:21]([CH3:23])[CH2:22]3)[cH:16]2)[s:6]1.[CH3:37][C:38]([CH3:39])([O-:40])[CH3:41].[CH3:43][O:44][CH2:45][CH2:46][O:47][CH3:48].[F:27][c:28]1[c:29]([B:34]([OH:35])[OH:36])[cH:30][cH:31][cH:32][cH:33]1.[K+:42].[OH2:49].[cH:50]1[cH:51][cH:52][c:53]([P:54]([Pd:55]([P:56]([c:57]2[cH:58][cH:59][cH:60][cH:61][cH:62]2)([c:63]2[cH:64][cH:65][cH:66][cH:67][cH:68]2)[c:69]2[cH:70][cH:71][cH:72][cH:73][cH:74]2)([P:75]([c:76]2[cH:77][cH:78][cH:79][cH:80][cH:81]2)([c:82]2[cH:83][cH:84][cH:85][cH:86][cH:87]2)[c:88]2[cH:89][cH:90][cH:91][cH:92][cH:93]2)[P:94]([c:95]2[cH:96][cH:97][cH:98][cH:99][cH:100]2)([c:101]2[cH:102][cH:103][cH:104][cH:105][cH:106]2)[c:107]2[cH:108][cH:109][cH:110][cH:111][cH:112]2)([c:113]2[cH:114][cH:115][cH:116][cH:117][cH:118]2)[c:119]2[cH:120][cH:121][cH:122][cH:123][cH:124]2)[cH:125][cH:126]1>>[c:2]1(-[c:29]2[c:28]([F:27])[cH:33][cH:32][cH:31][cH:30]2)[cH:3][cH:4][c:5]([S:7](=[O:8])(=[O:9])[NH:10][c:11]2[c:12]([O:25][CH3:26])[cH:13][cH:14][c:15]([N:17]3[CH2:18][CH:19]([CH3:24])[NH:20][CH:21]([CH3:23])[CH2:22]3)[cH:16]2)[s:6]1. Reactants: ClC1=CC2=C(NC(=C2)C(=O)NC2C(N(C3=CC=CC=C3C2)CC2=NN=NN2)=O)S1 (2-Chloro-N-[2-oxo-1-(1H-tetrazol-5-ylmethyl)-1,2,3,4-tetrahydroquinolin-3-yl]-6H-thieno[2,3-b]pyrrole-5-carboxamide), FC(C(=O)O)(F)F (trifluoroacetic acid). The solvent is C(Cl)Cl (DCM). Conditions: time 1 hour. Product: NC1C(NC2=CN=CC=C2C1)=O (3-Amino-3,4-dihydro-1,7-naphthyridin-2(1H)-one). The yield is 319.5%. Reaction SMILES: ClC1SC2[NH:6][C:7]([C:9]([NH:11][CH:12]3[CH2:21][C:20]4[C:15](=CC=CC=4)[N:14](CC4NN=NN=4)[C:13]3=O)=[O:10])=[CH:8]C=2C=1.FC(F)(F)C(O)=O>C(Cl)Cl>[NH2:6][CH:7]1[CH2:8][C:21]2[C:12](=[CH:13][N:14]=[CH:15][CH:20]=2)[NH:11][C:9]1=[O:10]. Procedure details: tert-Butyl (2-oxo-1,2,3,4-tetrahydro-1,7-naphthyridine-3-yl)carbamate (Method 29, 284 mg) was dissolved in DCM (10 mL) and treated with trifluoroacetic acid (5 mL). After stirring at ambient temperature for 1 hour the reaction mixture was evaporated under reduced pressure and the residue triturated with ether (20 mL), to give a light brown solid which was collected by filtration, washed with ether and dried to give the title compound (346 mg, 82%) as a bis trifluoracetate salt. Starting materials: [N-]=[N+]=[N-].[Na+] (sodium azide), C1=C(C=CC2=CC=CC=C12)C(=O)C(C)(C)Br (α-bromoisopropyl 2-naphthyl ketone), CS(=O)C (dimethyl sulfoxide). Run in O (water). Yields the product C1=C(C=CC2=CC=CC=C12)C(=O)C1=CC2=CC=CC=C2C=C1 (2-naphthyl ketone). The yield is 146.9%. As a reaction SMILES: [N-]=[N+]=[N-].[Na+].[CH:5]1[C:14]2[C:9](=[CH:10][CH:11]=[CH:12][CH:13]=2)[CH:8]=[CH:7][C:6]=1[C:15]([C:17](Br)([CH3:19])[CH3:18])=[O:16].CS(C)=O>O>[CH:5]1[C:14]2[C:9](=[CH:10][CH:11]=[CH:12][CH:13]=2)[CH:8]=[CH:7][C:6]=1[C:15]([C:17]1[CH:19]=[CH:15][C:6]2[C:5](=[CH:14][CH:9]=[CH:8][CH:7]=2)[CH:18]=1)=[O:16] |f:0.1|. Procedure: 0.75 g of sodium azide was added to a mixture comprising 1.59 g of α-bromoisopropyl 2-naphthyl ketone and 40 ml of dimethyl sulfoxide, and the mixture was reacted at 50° C. for 1.5 hours. The reaction mixture was put into water and extracted with ethyl acetate, followed by washing with water. The organic layer was dried over anhydrous magnesium sulfate and then concentrated under reduced pressure. The residue was purified by silica gel column chromatography (developing solvent: ethyl acetate/n-h... The reactants are C(C1=CC=CC=C1)#N (Benzonitrile), CC1=NOC(=C1)C (3,5-Dimethylisoxazole), O1CCCC1 (tetrahydrofuran), C(CCC)[Li] (n-butyl lithium). Run in CCCCCC (hexane). Conditions: temperature -70 celsius, time 1 hour. Product: CC1=NOC(=C1)CC(=O)C1=CC=CC=C1 (2-(3-Methyl-5-isoxazolyl)-1-phenylethanone). As a reaction SMILES: [CH3:1][C:2]1[CH:6]=[C:5]([CH3:7])[O:4][N:3]=1.[O:8]1[CH2:12][CH2:11][CH2:10][CH2:9]1.[CH2:13]([Li])[CH2:14][CH2:15]C.C(#N)C1C=CC=CC=1>CCCCCC>[CH3:1][C:2]1[CH:6]=[C:5]([CH2:7][C:12]([C:11]2[CH:15]=[CH:14][CH:13]=[CH:9][CH:10]=2)=[O:8])[O:4][N:3]=1. Procedure details: The general procedure of Micetich, Can. J. Chem., 48, 2006 (1970) was employed. 3,5-Dimethylisoxazole (4.86 g, 50 mmol) and 100 mL of tetrahydrofuran were placed in a flask under nitrogen and cooled to -70° C. with an ether/Dry Ice bath. To this was added with cooling and stirring 20 mL (50 mmol) of 2.5M n-butyl lithium in hexane solution at a rate such that the temperature remained below -50° C. and the mixture was allowed to stir at -70° C. for 1 hr. Benzonitrile (5.67 g, 55 mmol) was then add... Starting materials: NC1=C(C=NN1C1=C(C(=C(C(=C1F)F)C(F)(F)F)F)F)C#N (5-Amino-4-cyano-1-(2,3,5,6-tetrafluoro-4-trifluoromethylphenyl)pyrazole), C(C)(=O)OC(C)=O (acetic anhydride). The product is C(C)(=O)NC1=C(C=NN1C1=C(C(=C(C(=C1F)F)C(F)(F)F)F)F)C#N (5-acetamido-4-cyano-1-(2,3,5,6-tetrafluoro-4-trifluoromethylphenyl)pyrazole). Reaction SMILES: [NH2:1][C:2]1[N:6]([C:7]2[C:12]([F:13])=[C:11]([F:14])[C:10]([C:15]([F:18])([F:17])[F:16])=[C:9]([F:19])[C:8]=2[F:20])[N:5]=[CH:4][C:3]=1[C:21]#[N:22].[C:23](OC(=O)C)(=[O:25])[CH3:24]>>[C:23]([NH:1][C:2]1[N:6]([C:7]2[C:12]([F:13])=[C:11]([F:14])[C:10]([C:15]([F:18])([F:17])[F:16])=[C:9]([F:19])[C:8]=2[F:20])[N:5]=[CH:4][C:3]=1[C:21]#[N:22])(=[O:25])[CH3:24]. Procedure details: 5-Amino-4-cyano-1-(2,3,5,6-tetrafluoro-4-trifluoromethylphenyl)pyrazole (6.5 g) in acetic anhydride (30 ml) was heated at reflux for 3.5 hours. The reaction mixture was then evaporated to dryness and the solid residue was dissolved in ethanol (50 ml). Saturated aqueous sodium bicarbonate solution was then added to give a pH of 7-8 and the solution was then evaporated to dryness. The solid residue was triturated with hexane (20 ml) to give an off-white powder which was crystallized from toluene (... Starting materials: C(C)OC(C1=C(C(=CC=C1)SC1=C(NC2=C(C(=CC=C12)Cl)F)C)F)=O (3-(6-chloro-7-fluoro-2-methyl-1H-indol-3-ylsulfanyl)-2-fluoro-benzoic acid ethyl ester), IC=1C=NN(C1)CCC (4-iodo-1-propyl-1H-pyrazole). Yields the product C(C)OC(C1=C(C(=CC=C1)SC1=C(N(C2=C(C(=CC=C12)Cl)F)C=1C=NN(C1)CCC)C)F)=O (3-[6-Chloro-7-fluoro-2-methyl-1-(1-propyl-1H-pyrazol-4-yl)-1H-indol-3-ylsulfanyl]-2-fluoro-benzoic acid ethyl ester). RXN SMILES: [CH2:1]([O:3][C:4](=[O:25])[C:5]1[CH:10]=[CH:9][CH:8]=[C:7]([S:11][C:12]2[C:20]3[C:15](=[C:16]([F:22])[C:17]([Cl:21])=[CH:18][CH:19]=3)[NH:14][C:13]=2[CH3:23])[C:6]=1[F:24])[CH3:2].I[C:27]1[CH:28]=[N:29][N:30]([CH2:32][CH2:33][CH3:34])[CH:31]=1>>[CH2:1]([O:3][C:4](=[O:25])[C:5]1[CH:10]=[CH:9][CH:8]=[C:7]([S:11][C:12]2[C:20]3[C:15](=[C:16]([F:22])[C:17]([Cl:21])=[CH:18][CH:19]=3)[N:14]([C:27]3[CH:28]=[N:29][N:30]([CH2:32][CH2:33][CH3:34])[CH:31]=3)[C:13]=2[CH3:23])[C:6]=1[F:24])[CH3:2]. Reported procedure: Prepared according to the procedure described in Example 55, Step 2 using the following starting materials: 3-(6-chloro-7-fluoro-2-methyl-1H-indol-3-ylsulfanyl)-2-fluoro-benzoic acid ethyl ester and 4-iodo-1-propyl-1H-pyrazole.